describe an organic reaction: reactants, conditions, products, and yield From a dataset of the Open Reaction Database (ORD), a public repository of structured organic reaction records. Reactants: ICCCC1CCN(CC1)C(=O)OC(C)(C)C (4-(3-iodoprop-1-yl)-1-tert-butoxycarbonyl-piperidine), CN (methylamine). The solvent is C1CCOC1 (THF). Reaction SMILES: I[CH2:2][CH2:3][CH2:4][CH:5]1[CH2:10][CH2:9][N:8]([C:11]([O:13][C:14]([CH3:17])([CH3:16])[CH3:15])=[O:12])[CH2:7][CH2:6]1.[CH3:18][NH2:19]>C1COCC1>[CH3:18][NH:19][CH2:2][CH2:3][CH2:4][CH:5]1[CH2:10][CH2:9][N:8]([C:11]([O:13][C:14]([CH3:17])([CH3:16])[CH3:15])=[O:12])[CH2:7][CH2:6]1. Procedure details: A solution of 4-(3-iodoprop-1-yl)-1-tert-butoxycarbonyl-piperidine (728 mg, 2.06 mmol,) in 5.0 mL of THF was treated with 5.0 mL of methylamine (70% in water) and the resulting mixture was stirred at rt for 18 h. The mixture was partitioned between diethyl ether (50 mL) and water (50 mL) and the layers were separated. The organic layer was washed with 50 mL of sat'd NaCl, dried and concentrated to afford 457 mg (83%) of the title compound: 1H NMR (500 MHz, CDCl3): δ 1.05-1.68 (19H), 1.47 (s, 9H)... Reaction conditions: time 18 hour. Yield: 83.0%. The product is CNCCCC1CCN(CC1)C(=O)OC(C)(C)C (4-(3-(Methylamino)-1-propyl)-1-tert-butoxycarbonyl-piperidine). Starting materials: C1COCCN1, COc1cc2c(=O)[nH]cnc2cc1OCCCCl, CO. Product: COc1cc2c(=O)[nH]cnc2cc1OCCCN1CCOCC1. RXN SMILES: [CH2:19]1[CH2:20][O:21][CH2:22][CH2:23][NH:24]1.[CH3:1][O:2][c:3]1[cH:4][c:5]2[c:6](=[O:18])[nH:7][cH:8][n:9][c:10]2[cH:11][c:12]1[O:13][CH2:14][CH2:15][CH2:16][Cl:17].[CH3:25][OH:26]>>[CH3:1][O:2][c:3]1[cH:4][c:5]2[c:6](=[O:18])[nH:7][cH:8][n:9][c:10]2[cH:11][c:12]1[O:13][CH2:14][CH2:15][CH2:16][N:24]1[CH2:19][CH2:20][O:21][CH2:22][CH2:23]1. Procedure: To a stirred solution of 1H-pyrido-[3,4-b][1,4]oxazine-2-(3H)one (3 g, 21 mmol) in tetrahydrofuran (150 ml) was added rapidly a borane/dimethyl sulfide solution (52 ml of a 2M solution in THF, 5 eq) at 25° C. over 15 minutes. The reaction mixture was stirred at 25° C. for 2 hours and quenched with 5 ml of water. The solvent was removed in vacuo using a rotary evaporator and the residue treated with aqueous 1M HCl with stirring. The water was removed and the residue chromatographed on silica gel ... Reactants: N1C2=C(OCC1=O)C=NC=C2 (1H-pyrido-[3,4-b][1,4]oxazine-2-(3H)one), B.CSC (borane dimethyl sulfide), solution. The yield is 70.0%. Run in O1CCCC1 (tetrahydrofuran), C1CCOC1 (THF). Product: N1C2=C(OCC1)C=NC=C2 (2,3-Dihydro-1H-pyrido[3,4-b][1,4]oxazine). Run at temperature 25 celsius, time 2 hour. As a reaction SMILES: [NH:1]1[C:6](=O)[CH2:5][O:4][C:3]2[CH:8]=[N:9][CH:10]=[CH:11][C:2]1=2.B.CSC>O1CCCC1>[NH:1]1[CH2:6][CH2:5][O:4][C:3]2[CH:8]=[N:9][CH:10]=[CH:11][C:2]1=2 |f:1.2|. Reactants: C1CCOC1, O=C1NCCc2cc(F)ccc21, O. Yields the product Fc1ccc2c(c1)CCNC2. Reaction SMILES: [CH2:14]1[O:15][CH2:16][CH2:17][CH2:18]1.[F:1][c:2]1[cH:3][c:4]2[c:9]([cH:10][cH:11]1)[C:8](=[O:12])[NH:7][CH2:6][CH2:5]2.[OH2:13]>>[F:1][c:2]1[cH:3][c:4]2[c:9]([cH:10][cH:11]1)[CH2:8][NH:7][CH2:6][CH2:5]2. The reactants are N1=C(C=NC=C1)N (Pyrazin-2-amine), ClCC=O (2-chloroacetaldehyde), C([O-])(O)=O.[Na+] (sodium bicarbonate). Run in C([O-])([O-])=O.[K+].[K+] (potassium carbonate). Conditions: temperature 100 celsius, time 48 hour. The product is N=1C=CN2C1C=NC=C2 (imidazo[1,2-a]pyrazine). Yield: 48.4%. Reaction SMILES: [N:1]1[CH:6]=[CH:5][N:4]=[CH:3][C:2]=1[NH2:7].Cl[CH2:9][CH:10]=O.C(=O)(O)[O-].[Na+]>C(=O)([O-])[O-].[K+].[K+]>[N:7]1[CH:9]=[CH:10][N:1]2[CH:6]=[CH:5][N:4]=[CH:3][C:2]=12 |f:2.3,4.5.6|. Reported procedure: Pyrazin-2-amine 4a (5 g, 52 mmol) was dissolved in a 40% 2-chloroacetaldehyde solution (15 mL, 78 mmol), followed by addition of sodium bicarbonate (6.60 g, 78 mmol). After stirring for 48 hours at 100° C., the reaction mixture was cooled to room temperature, added with 100 mL of a saturated potassium carbonate solution, and extracted with dichloromethane (100 mL×3). The organic phase was combined, dried over anhydrous sodium sulfate and filtered. The filtrate was concentrated under reduced pres... Starting materials: Cl.Cl.C1(CC1)C(=O)N1CCC(CC1)N1[C@H](CNCC1)C (cyclopropyl-[4-((S)-2-methyl-piperazin-1-yl)-piperidin-1-yl]-methanone 2 HCl), CCN(C(C)C)C(C)C (DIPEA), COC(N[C@@H](C(C)C)C(=O)N1[C@@H](CCC1)C=1NC=C(N1)C1=CC=C(C=C1)C1=C(C=C(C=C1)N)OC(F)(F)F)=O (((S)-1-{(S)-2-[4-(4′-amino-2′-trifluoromethoxy-biphenyl-4-yl)-1H-imidazol-2-yl]-pyrrolidine-1-carbonyl}-2-methyl-propyl)-carbamic acid methyl ester), ClC(=O)OC1=CC=C(C=C1)[N+](=O)[O-] (p-nitrophenyl chloroformate). Solvent: CC(=O)N(C)C (DMA). Run at time 30 minute. The product is di-TFA, COC(N[C@@H](C(C)C)C(=O)N1[C@@H](CCC1)C=1NC=C(N1)C1=CC=C(C=C1)C1=C(C=C(C=C1)NC(=O)N1C[C@@H](N(CC1)C1CCN(CC1)C(=O)C1CC1)C)OC(F)(F)F)=O (((S)-1-{(S)-2-[4-(4′-{[(S)-4-(1-Cyclopropanecarbonyl-piperidin-4-yl)-3-methyl-piperazine-1-carbonyl]-amino}-2′-trifluoromethoxy-biphenyl-4-yl)-1H-imidazol-2-yl]-pyrrolidine-1-carbonyl}-2-methyl-propyl)-carbamic acid methyl ester). Yield: 20.7%. Reaction SMILES: [CH3:1][O:2][C:3](=[O:39])[NH:4][C@H:5]([C:9]([N:11]1[CH2:15][CH2:14][CH2:13][C@H:12]1[C:16]1[NH:17][CH:18]=[C:19]([C:21]2[CH:26]=[CH:25][C:24]([C:27]3[CH:32]=[CH:31][C:30]([NH2:33])=[CH:29][C:28]=3[O:34][C:35]([F:38])([F:37])[F:36])=[CH:23][CH:22]=2)[N:20]=1)=[O:10])[CH:6]([CH3:8])[CH3:7].Cl[C:41](OC1C=CC([N+]([O-])=O)=CC=1)=[O:42].Cl.Cl.[CH:55]1([C:58]([N:60]2[CH2:65][CH2:64][CH:63]([N:66]3[CH2:71][CH2:70][NH:69][CH2:68][C@@H:67]3[CH3:72])[CH2:62][CH2:61]2)=[O:59])[CH2:57][CH2:56]1.CCN(C(C)C)C(C)C>CC(N(C)C)=O>[CH3:1][O:2][C:3](=[O:39])[NH:4][C@H:5]([C:9]([N:11]1[CH2:15][CH2:14][CH2:13][C@H:12]1[C:16]1[NH:17][CH:18]=[C:19]([C:21]2[CH:22]=[CH:23][C:24]([C:27]3[CH:32]=[CH:31][C:30]([NH:33][C:41]([N:69]4[CH2:70][CH2:71][N:66]([CH:63]5[CH2:64][CH2:65][N:60]([C:58]([CH:55]6[CH2:56][CH2:57]6)=[O:59])[CH2:61][CH2:62]5)[C@@H:67]([CH3:72])[CH2:68]4)=[O:42])=[CH:29][C:28]=3[O:34][C:35]([F:38])([F:36])[F:37])=[CH:25][CH:26]=2)[N:20]=1)=[O:10])[CH:6]([CH3:8])[CH3:7] |f:2.3.4|. Reported procedure: A mixture of ((S)-1-{(S)-2-[4-(4′-amino-2′-trifluoromethoxy-biphenyl-4-yl)-1H-imidazol-2-yl]-pyrrolidine-1-carbonyl}-2-methyl-propyl)-carbamic acid methyl ester (20 mg, 0.04 mmol) and p-nitrophenyl chloroformate (8.9 mg, 0.04 mmol) in DMA (5 mL) was stirred at RT for 30 min and then cyclopropyl-[4-((S)-2-methyl-piperazin-1-yl)-piperidin-1-yl]-methanone 2 HCl (18 mg, 0.06 mmol; Preparation 6) was added followed by DIPEA (32 μL, 0.18 mmol). The reaction mixture was stirred at RT for 1 h, concentra...